Task: describe an organic reaction: reactants, conditions, products, and yield. Dataset: the Open Reaction Database (ORD), a public repository of structured organic reaction records The reactants are ClC=1C=C(NC2C(CCCCC2)S(=O)(=O)O)C=CC1Cl (3,4-dichloro-N-(2-sulfocycloheptyl)aniline), C(C=C)N (allylamine). Run in O (water). The product is Cl.ClC=1C=C(N[C@H]2[C@@H](CCCCC2)NCC=C)C=CC1Cl (trans-3,4-dichloro-N-[2-(N-allylamino)cycloheptyl]aniline hydrochloride). As a reaction SMILES: [Cl:1][C:2]1[CH:3]=[C:4]([CH:17]=[CH:18][C:19]=1[Cl:20])[NH:5][CH:6]1[CH2:12][CH2:11][CH2:10][CH2:9][CH2:8][CH:7]1S(O)(=O)=O.[CH2:21]([NH2:24])[CH:22]=[CH2:23]>O>[ClH:1].[Cl:1][C:2]1[CH:3]=[C:4]([CH:17]=[CH:18][C:19]=1[Cl:20])[NH:5][C@@H:6]1[CH2:12][CH2:11][CH2:10][CH2:9][CH2:8][C@H:7]1[NH:24][CH2:21][CH:22]=[CH2:23] |f:3.4|. Procedure details: A mixture of 0.20 mole of 3,4-dichloro-N-(2-sulfocycloheptyl)aniline and 250 ml. of a 50 percent allylamine in water solution is heated at 125° C. in an autoclave for forty-eight hours. The resulting reaction mixture is washed from the autoclave 1500 ml. solution of methanol. This solution is evaporated until material therefrom oils out as a separate layer. The oil is extracted with 500 ml. of methylene chloride. The organic layer is washed with saturated sodium chloride solution, dried over mag... The reactants are BrC=1C(N(C=C(N1)Br)[C@H](CC)COC)=O (3,5-dibromo-1-[(1R)-1-(methoxymethyl)propyl]-2(1H)-pyrazinone), Cl.BrC=1C=C(C=C2CCNC12)OC (7-bromo-5-methoxyindoline hydrochloride). Product: BrC=1N=C(C(N(C1)[C@H](CC)COC)=O)N1CCC2=CC(=CC(=C12)Br)OC (5-Bromo-3-(7-bromo-5-methoxy-2,3-dihydro-1H-indol-1-yl)-1-[(1R)-1-(methoxymethyl)propyl]-2(1H)-pyrazinone). RXN SMILES: Br[C:2]1[C:3](=[O:15])[N:4]([C@@H:9]([CH2:12][O:13][CH3:14])[CH2:10][CH3:11])[CH:5]=[C:6]([Br:8])[N:7]=1.Cl.[Br:17][C:18]1[CH:19]=[C:20]([O:27][CH3:28])[CH:21]=[C:22]2[C:26]=1[NH:25][CH2:24][CH2:23]2>>[Br:8][C:6]1[N:7]=[C:2]([N:25]2[C:26]3[C:22](=[CH:21][C:20]([O:27][CH3:28])=[CH:19][C:18]=3[Br:17])[CH2:23][CH2:24]2)[C:3](=[O:15])[N:4]([C@@H:9]([CH2:12][O:13][CH3:14])[CH2:10][CH3:11])[CH:5]=1 |f:1.2|. Procedure: Prepared in a similar fashion as described for Example 413 using 3,5-dibromo-1-[(1R)-1-(methoxymethyl)propyl]-2(1H)-pyrazinone and 7-bromo-5-methoxyindoline hydrochloride as the starting materials. mp 122–123° C.; 1H NMR (300 MHz, CDCl3): δ 7.07 (s, 1 H), 6.92 (d, J=2.6 Hz, 1 H), 6.77 (d, J=2.2 Hz, 1 H), 4.95–4.80 (m, 1 H), 4.34 (t, J=7.7 Hz, 2 H), 3.78 (s, 3 H), 3.66 (dd, J=10.7, 5.5 Hz, 1 H), 3.56 (dd, J=10.3, 3.3 Hz, 1 H), 3.35 (s, 3 H), 3.10 (t, J=7.7 Hz, 2 H), 1.87–1.74 (m, 2 H), 0.93 (t, J... Reactants: [BH3-]C#N, O=C([O-])O, CCCN(CCC)CCCCNC(=O)c1cn2c(n1)CCC(CNCc1ncc[nH]1)C2, Cn1ccnc1C=O, CO, CC(=O)O, [Na+], [Na+]. Product: CCCN(CCC)CCCCNC(=O)c1cn2c(n1)CCC(CN(Cc1ncc[nH]1)Cc1nccn1C)C2. As a reaction SMILES: [C:40]([BH3-:41])#[N:42].[C:44](=[O:45])([O-:46])[OH:47].[CH2:1]([CH2:2][CH3:3])[N:4]([CH2:5][CH2:6][CH2:7][CH2:8][NH:9][C:10](=[O:11])[c:12]1[n:13][c:14]2[n:15]([cH:28]1)[CH2:16][CH:17]([CH2:20][NH:21][CH2:22][c:23]1[nH:24][cH:25][cH:26][n:27]1)[CH2:18][CH2:19]2)[CH2:29][CH2:30][CH3:31].[CH3:32][n:33]1[c:34]([CH:38]=[O:39])[n:35][cH:36][cH:37]1.[CH3:49][OH:50].[CH3:51][C:52](=[O:53])[OH:54].[Na+:43].[Na+:48]>>[CH2:1]([CH2:2][CH3:3])[N:4]([CH2:5][CH2:6][CH2:7][CH2:8][NH:9][C:10](=[O:11])[c:12]1[n:13][c:14]2[n:15]([cH:28]1)[CH2:16][CH:17]([CH2:20][N:21]([CH2:22][c:23]1[nH:24][cH:25][cH:26][n:27]1)[CH2:38][c:34]1[n:33]([CH3:32])[cH:37][cH:36][n:35]1)[CH2:18][CH2:19]2)[CH2:29][CH2:30][CH3:31].